Dataset: the Open Reaction Database (ORD), a public repository of structured organic reaction records. Task: describe an organic reaction: reactants, conditions, products, and yield The reactants are CC1(OCCO1)C1=CC=C(O1)CN1N=CC(=C1)N (1-[5-(2-methyl-[1,3]dioxolan-2-yl)-furan-2-ylmethyl]-1H-pyrazol-4-ylamine), C(CCC)C=1OC(=C(N1)C(=O)O)C1=CC=CC=C1 (2-butyl-5-phenyl-oxazole-4-carboxylic acid). The product is C(C)(=O)C1=CC=C(O1)CN1N=CC(=C1)NC(=O)C=1N=C(OC1C1=CC=CC=C1)CCCC (2-Butyl-5-phenyl-oxazole-4-carboxylic acid [1-(5-acetyl-furan-2-ylmethyl)-1H-pyrazol-4-yl]-amide). As a reaction SMILES: [CH3:1][C:2]1([C:7]2[O:11][C:10]([CH2:12][N:13]3[CH:17]=[C:16]([NH2:18])[CH:15]=[N:14]3)=[CH:9][CH:8]=2)[O:6]CCO1.[CH2:19]([C:23]1[O:24][C:25]([C:31]2[CH:36]=[CH:35][CH:34]=[CH:33][CH:32]=2)=[C:26]([C:28](O)=[O:29])[N:27]=1)[CH2:20][CH2:21][CH3:22]>>[C:2]([C:7]1[O:11][C:10]([CH2:12][N:13]2[CH:17]=[C:16]([NH:18][C:28]([C:26]3[N:27]=[C:23]([CH2:19][CH2:20][CH2:21][CH3:22])[O:24][C:25]=3[C:31]3[CH:32]=[CH:33][CH:34]=[CH:35][CH:36]=3)=[O:29])[CH:15]=[N:14]2)=[CH:9][CH:8]=1)(=[O:6])[CH3:1]. Procedure: Following general procedure B followed by C, starting from 1-[5-(2-methyl-[1,3]dioxolan-2-yl)-furan-2-ylmethyl]-1H-pyrazol-4-ylamine and 2-butyl-5-phenyl-oxazole-4-carboxylic acid. LC-MS-conditions 02: tR=1.08 min; [M+H]+=433.69. Starting materials: [N+](=O)([O-])C=1C=NC2=CC=CC=C2C1NCCCCCO (5-[(3-nitroquinolin-4-yl)amino]pentan-1-ol), S(=O)(Cl)Cl (thionyl chloride). Reaction conditions: temperature 80 celsius. The product is ClCCCCCNC1=C(C=NC2=CC=CC=C12)[N+](=O)[O-] (N-(5-chloropentyl)-3-nitroquinolin-4-amine). Isolated yield 4805.9%. RXN SMILES: [N+:1]([C:4]1[CH:5]=[N:6][C:7]2[C:12]([C:13]=1[NH:14][CH2:15][CH2:16][CH2:17][CH2:18][CH2:19]O)=[CH:11][CH:10]=[CH:9][CH:8]=2)([O-:3])=[O:2].S(Cl)([Cl:23])=O>>[Cl:23][CH2:19][CH2:18][CH2:17][CH2:16][CH2:15][NH:14][C:13]1[C:12]2[C:7](=[CH:8][CH:9]=[CH:10][CH:11]=2)[N:6]=[CH:5][C:4]=1[N+:1]([O-:3])=[O:2]. Reported procedure: A round bottom flask was charged with a magnetic stir bar, 5-[(3-nitroquinolin-4-yl)amino]pentan-1-ol (5.0 g, 18.16 mmol), and thionyl chloride (40.78 g, 0.34 mmol) under a nitrogen atmosphere. The reaction mixture was heated to 80° C. to give a 20 homogeneous solution that was maintained at 80° C. for 1 hour at which time the starting material was completely consumed. The volatiles were removed under reduced pressure and the resulting oil stirred in water made basic (pH 10) with solid sodium ca... Reactants: C(C)OC(=O)C=1N(C(=C2C=C(C=CC12)Cl)C1=CC=CC=C1)C (5-chloro-2-methyl-3-phenylisoindole-1-carboxylic acid ethyl ester), CN(C=O)C (dimethylformamide), [NH2-].[Na+] (sodium amide), suspension. Solvent: C1(=CC=CC=C1)C (toluene). Product: ClC1=CC2=C(N(C(=C2C=C1)C(=O)N)C)C1=CC=CC=C1 (5-chloro-2-methyl-3-phenylisoindole-1-carboxylic acid amide). Reaction SMILES: C([O:3][C:4]([C:6]1[N:7]([CH3:22])[C:8]([C:16]2[CH:21]=[CH:20][CH:19]=[CH:18][CH:17]=2)=[C:9]2[C:14]=1[CH:13]=[CH:12][C:11]([Cl:15])=[CH:10]2)=O)C.C[N:24](C)C=O.[NH2-].[Na+]>C1(C)C=CC=CC=1>[Cl:15][C:11]1[CH:12]=[CH:13][C:14]2[C:9](=[C:8]([C:16]3[CH:21]=[CH:20][CH:19]=[CH:18][CH:17]=3)[N:7]([CH3:22])[C:6]=2[C:4]([NH2:24])=[O:3])[CH:10]=1 |f:2.3|. Reported procedure: A solution of 12.4 g. of 5-chloro-2-methyl-3-phenylisoindole-1-carboxylic acid ethyl ester in 70 ml. of dimethylformamide is treated under an atmosphere of argon at room temperature with 0.1 mol. of sodium amide (8.0 g. of a 50% suspension in toluene) and then stirred at 100° C. for 2 hours. After cooling, the mixture is poured on to 400 ml. of ice-water and the precipitate is removed by filtration, washed with water and dissolved in methylene chloride. The organic solution is washed with water,... Starting materials: C=O (HCHO), Cl.CNC1CCC(CC1)OC1=NC=NC=2SC=3CC[C@@H](C3C12)COCC(=O)N (2-[[(3S)-12-[[4-(methylamino)cyclohexyl]oxy]-7-thia-9,11-diazatricyclo[6.4.0.0[2,6]]dodeca-1(8),2(6),9,11-tetraen-3-yl]methoxy]acetamide hydrochloride), [BH3-]C#N.[Na+] (NaBH3CN). Run in O (water), CO (methanol). Conditions: temperature 0 celsius, time 1 hour. Product: CN(C1CCC(CC1)OC1=NC=NC=2SC=3CC[C@@H](C3C12)COCC(=O)N)C (2-[[(3S)-12-[[4-(dimethylamino)cyclohexyl]oxy]-7-thia-9,11-diazatricyclo[6.4.0.0[2,6]]dodeca-1(8),2(6),9,11-tetraen-3-yl]methoxy]acetamide). Yield: 36.9%. RXN SMILES: Cl.[CH3:2][NH:3][CH:4]1[CH2:9][CH2:8][CH:7]([O:10][C:11]2[C:22]3[C:21]4[C@@H:20]([CH2:23][O:24][CH2:25][C:26]([NH2:28])=[O:27])[CH2:19][CH2:18][C:17]=4[S:16][C:15]=3[N:14]=[CH:13][N:12]=2)[CH2:6][CH2:5]1.C=O.[BH3-][C:32]#N.[Na+]>CO.O>[CH3:2][N:3]([CH3:32])[CH:4]1[CH2:9][CH2:8][CH:7]([O:10][C:11]2[C:22]3[C:21]4[C@@H:20]([CH2:23][O:24][CH2:25][C:26]([NH2:28])=[O:27])[CH2:19][CH2:18][C:17]=4[S:16][C:15]=3[N:14]=[CH:13][N:12]=2)[CH2:6][CH2:5]1 |f:0.1,3.4|. Procedure details: A solution of tert-butyl N-(4-[[(3S)-3-[(carbamoylmethoxy)methyl]-7-thia-9,11-diazatricyclo[6.4.0.0[2,6]]dodeca-1(8),2(6),9,11-tetraen-12-yl]oxy]cyclohexyl)-N-methylcarbamate (115 mg, 0.23 mmol, 1.00 equiv) in dichloromethane (4 mL) cooled down to 0° C. was added hydrochloric acid (12 M, 0.5 mL). The resulting solution was stirred for 1 h at 0° C. and concentrated in vacuo to give 2-[[(3S)-12-[[4-(methylamino)cyclohexyl]oxy]-7-thia-9,11-diazatricyclo[6.4.0.0[2,6]]dodeca-1(8),2(6),9,11-tetraen-3-... The reactants are 2,2-(3-Methyl-4-phenoxy-benzoylamino)-benzoic acid, COC(C1=C(C=CC=C1)NC(C1=CC(=C(C=C1)Br)C)=O)=O (2-(4-bromo-3-methyl-benzoylamino)-benzoic acid methyl ester), C1(=CC=CC=C1)O (phenol). The product is CC=1C=C(C(=O)NC2=C(C(=O)O)C=CC=C2)C=CC1OC1=CC=CC=C1 (2-(3-Methyl-4-phenoxy-benzoylamino)-benzoic acid). RXN SMILES: C[O:2][C:3](=[O:21])[C:4]1[CH:9]=[CH:8][CH:7]=[CH:6][C:5]=1[NH:10][C:11](=[O:20])[C:12]1[CH:17]=[CH:16][C:15](Br)=[C:14]([CH3:19])[CH:13]=1.[C:22]1([OH:28])[CH:27]=[CH:26][CH:25]=[CH:24][CH:23]=1>>[CH3:19][C:14]1[CH:13]=[C:12]([CH:17]=[CH:16][C:15]=1[O:28][C:22]1[CH:27]=[CH:26][CH:25]=[CH:24][CH:23]=1)[C:11]([NH:10][C:5]1[CH:6]=[CH:7][CH:8]=[CH:9][C:4]=1[C:3]([OH:2])=[O:21])=[O:20]. Procedure: In analogy to example 2,2-(3-Methyl-4-phenoxy-benzoylamino)-benzoic acid was prepared from 2-(4-bromo-3-methyl-benzoylamino)-benzoic acid methyl ester and phenol. MS (m/e): 346.3 (M−H−, 100%). Reactants: CC#N, O=C1CCC(=O)N1Cl, Cc1cc(O)c(C(=O)O)cn1. Product: Cc1ncc(C(=O)O)c(O)c1Cl. As a reaction SMILES: [CH3:20][C:21]#[N:22].[Cl:12][N:13]1[C:14](=[O:15])[CH2:16][CH2:17][C:18]1=[O:19].[OH:1][c:2]1[cH:3][c:4]([CH3:11])[n:5][cH:6][c:7]1[C:8](=[O:9])[OH:10]>>[OH:1][c:2]1[c:3]([Cl:12])[c:4]([CH3:11])[n:5][cH:6][c:7]1[C:8](=[O:9])[OH:10]. Starting materials: COc1ccc(C(=O)O)cc1NC(C)=O, CC(=O)OC(C)=O, CC(=O)O, Cl, COc1ccc(C(=O)O)cc1N, O=[N+]([O-])O. Product: COc1cc([N+](=O)[O-])c(C(=O)O)cc1NC(C)=O. RXN SMILES: [C:21]([CH3:22])(=[O:23])[NH:24][c:25]1[cH:26][c:27]([C:28](=[O:29])[OH:30])[cH:31][cH:32][c:33]1[O:34][CH3:35].[CH3:13][C:14]([O:15][C:16](=[O:17])[CH3:18])=[O:19].[CH3:40][C:41](=[O:42])[OH:43].[ClH:20].[NH2:1][c:2]1[cH:3][c:4]([C:10]([OH:11])=[O:12])[cH:5][cH:6][c:7]1[O:8][CH3:9].[OH:36][N+:37]([O-:38])=[O:39]>>[C:21]([CH3:22])(=[O:23])[NH:24][c:25]1[cH:26][c:27]([C:28](=[O:29])[OH:30])[c:31]([N+:37](=[O:36])[O-:38])[cH:32][c:33]1[O:34][CH3:35]. The reactants are NC=1SC=C(C1S(=O)(=O)N)C (2-amino-4-methylthiophene-3-sulphonamide), C(OC)(OC)OC (trimethyl orthoformate). Reaction conditions: temperature 90 celsius. The product is CC1=CSC=2NC=NS(C21)(=O)=O (7-Methyl-4H-thieno[2,3-e][1,2,4]thiadiazine 1,1-dioxide). RXN SMILES: [NH2:1][C:2]1[S:3][CH:4]=[C:5]([CH3:11])[C:6]=1[S:7]([NH2:10])(=[O:9])=[O:8].[CH:12](OC)(OC)OC>>[CH3:11][C:5]1[C:6]2[S:7](=[O:8])(=[O:9])[N:10]=[CH:12][NH:1][C:2]=2[S:3][CH:4]=1. Procedure: 200 mg of 2-amino-4-methylthiophene-3-sulphonamide, the preparation of which is described in patent WO 99/03861, are dissolved in 1.5 ml of trimethyl orthoformate. The mixture is heated at 90° C. for 2 hours in an open vessel. After evaporation of the solvent under reduced pressure, the residue is taken up in 3 ml of ethyl acetate. The resulting insoluble material is collected by filtration, washed with diethyl ether and dried.